Dataset: the Open Reaction Database (ORD), a public repository of structured organic reaction records. Task: describe an organic reaction: reactants, conditions, products, and yield The reactants are N (ammonia), NNC(=S)N (Thiosemicarbazide), ClCCC(=O)O (3-chloropropionic acid), O (water). The solvent is S(O)(O)(=O)=O (sulfuric acid). Run at temperature 75 celsius, time 1 hour. Product: ClCCC1=NN=C(S1)N (5-(2-Chloro-ethyl)-[1,3,4]thiadiazol-2-ylamine). RXN SMILES: [NH2:1][NH:2][C:3]([NH2:5])=[S:4].[Cl:6][CH2:7][CH2:8][C:9](O)=O.O.N>S(=O)(=O)(O)O>[Cl:6][CH2:7][CH2:8][C:9]1[S:4][C:3]([NH2:5])=[N:2][N:1]=1. Procedure details: Thiosemicarbazide (10 g, 111 mmol) is added in portions to a solution of 3-chloropropionic acid (10 g, 92 mmol) in concentrated sulfuric acid. The mixture is heated with stirring at 75° C. for 1 hour. After cooling to room temperature the reaction mixture id added slowly to water and the resulting solution is brought to pH 7 by addition of aqueous ammonia solution. The titled product precipitates as a yellow solid which is removed by filtration and dried. The reactants are N12NCCCCC2=CCCC1 (Diazabicyclo(5.4.0) undec-7-ene), OC=1C(=NC=CC1)C1C(=C(NC(=C1C(=O)OCC)C)C)C(=O)OCC (Diethyl 1,4-dihydro-4-(3-hydroxypyridyl)-2,6-dimethyl-3,5-pyridine dicarboxylate), C(C)(=O)OCC (ethyl acetate). The solvent is C1(=CC=CC=C1)C (toluene), C1(=CC=CC=C1)C (toluene). Reaction conditions: temperature 140 celsius. The product is C(C)OC(=O)C=1C2C(=C(NC1C)C)C(OC=1C2=NC=CC1)=O (8,10a-Dihydro-7,9-dimethyl-6-oxo-6H-pyrano(3,2-b:5,4-c') dipyridine-10-carboxylic acid ethyl ester). The yield is 55.3%. Reaction SMILES: [OH:1][C:2]1[C:3]([CH:8]2[C:13]([C:14]([O:16][CH2:17][CH3:18])=[O:15])=[C:12]([CH3:19])[NH:11][C:10]([CH3:20])=[C:9]2[C:21]([O:23]CC)=O)=[N:4][CH:5]=[CH:6][CH:7]=1.N12CCCC=C1CCCCN2.C(OCC)(=O)C>C1(C)C=CC=CC=1>[CH2:17]([O:16][C:14]([C:13]1[CH:8]2[C:3]3=[N:4][CH:5]=[CH:6][CH:7]=[C:2]3[O:1][C:21](=[O:23])[C:9]2=[C:10]([CH3:20])[NH:11][C:12]=1[CH3:19])=[O:15])[CH3:18]. Reported procedure: Diethyl 1,4-dihydro-4-(3-hydroxypyridyl)-2,6-dimethyl-3,5-pyridine dicarboxylate (17.3 grams; 0.05 mole) was nearly dissolved in 250 ml toluene heated at 140° C. Diazabicyclo(5.4.0) undec-7-ene (8.3 grams; 8.2 ml; 0.05 mole) dissolved in 20 ml toluene was added and the reaction mixture refluxed for a period of 22 hours at 180° C. (bath temperature). The black solution was cooled and concentrated to afford 23.3 grams of a black paste. High pressure liquid chromatography (HPLC) using ethyl acetate... The reactants are CC(=O)N1C(=O)C(C)(C)c2cc(C(F)(F)F)ccc21, CCO, [Na+], [OH-]. Yields the product CC1(C)C(=O)Nc2ccc(C(F)(F)F)cc21. As a reaction SMILES: [C:1](=[O:2])([CH3:3])[N:4]1[C:5](=[O:19])[C:6]([CH3:17])([CH3:18])[c:7]2[cH:8][c:9]([C:13]([F:14])([F:15])[F:16])[cH:10][cH:11][c:12]21.[CH3:22][CH2:23][OH:24].[Na+:21].[OH-:20]>>[NH:4]1[C:5](=[O:19])[C:6]([CH3:17])([CH3:18])[c:7]2[cH:8][c:9]([C:13]([F:14])([F:15])[F:16])[cH:10][cH:11][c:12]21. Starting materials: O.NN (hydrazine hydrate), NC1=NC=2C=CC(=CC2C2=C1N=C(N2CCCN2C(CCC2)=O)CCOC)CCN2C(C1=CC=CC=C1C2=O)=O (2-(2-{4-Amino-2-(2-methoxyethyl)-1-[3-(2-oxopyrrolidin-1-yl)propyl]-1H-imidazo[4,5-c]quinolin-8-yl}ethyl)-1H-isoindole-1,3(2H)dione), O.NN (hydrazine hydrate), O1CCCC1 (tetrahydrofuran). The solvent is C(C)O (ethanol). Yields the product NC1=NC=2C=CC(=CC2C2=C1N=C(N2CCCN2C(CCC2)=O)CCOC)CCN (1-{3-[4-amino-8-(2-aminoethyl)-2-(2-methoxyethyl)-1H-imidazo[4,5-c]quinolin-1-yl]propyl}pyrrolidin-2-one). The yield is 38.6%. Reaction SMILES: [NH2:1][C:2]1[C:11]2[N:12]=[C:13]([CH2:24][CH2:25][O:26][CH3:27])[N:14]([CH2:15][CH2:16][CH2:17][N:18]3[CH2:22][CH2:21][CH2:20][C:19]3=[O:23])[C:10]=2[C:9]2[CH:8]=[C:7]([CH2:28][CH2:29][N:30]3C(=O)C4C(=CC=CC=4)C3=O)[CH:6]=[CH:5][C:4]=2[N:3]=1.O1CCCC1.O.NN>C(O)C>[NH2:1][C:2]1[C:11]2[N:12]=[C:13]([CH2:24][CH2:25][O:26][CH3:27])[N:14]([CH2:15][CH2:16][CH2:17][N:18]3[CH2:22][CH2:21][CH2:20][C:19]3=[O:23])[C:10]=2[C:9]2[CH:8]=[C:7]([CH2:28][CH2:29][NH2:30])[CH:6]=[CH:5][C:4]=2[N:3]=1 |f:2.3|. Procedure: 2-(2-{4-Amino-2-(2-methoxyethyl)-1-[3-(2-oxopyrrolidin-1-yl)propyl]-1H-imidazo[4,5-c]quinolin-8-yl}ethyl)-1H-isoindole-1,3(2H)dione (2.2 g, 4.1 mmol) was dissolved in 2:1 ethanol:tetrahydrofuran (40 mL), combined with hydrazine hydrate (410 mg, 8.2 mmol) and heated at reflux temperature for three hours. Additional hydrazine hydrate (0.25 mL) was added and the solution was refluxed for an additional 1.5 hours. The reaction was cooled to ambient temperature, filtered and the filtrate concentrated ... The reactants are ClC(Cl)(Cl)Cl, CCCCCCCNCC, CCOCC, O=C(Cl)C(=O)Cl, O=C(O)CCCc1ccc([N+](=O)[O-])cc1, O. Yields the product CCCCCCCN(CC)C(=O)CCCc1ccc([N+](=O)[O-])cc1. Reaction SMILES: [C:32]([Cl:33])([Cl:34])([Cl:35])[Cl:36].[CH2:22]([CH3:23])[NH:24][CH2:25][CH2:26][CH2:27][CH2:28][CH2:29][CH2:30][CH3:31].[CH3:37][CH2:38][O:39][CH2:40][CH3:41].[Cl:16][C:17]([C:18]([Cl:19])=[O:20])=[O:21].[N+:1](=[O:2])([O-:3])[c:4]1[cH:5][cH:6][c:7]([CH2:10][CH2:11][CH2:12][C:13](=[O:14])[OH:15])[cH:8][cH:9]1.[OH2:42]>>[N+:1](=[O:2])([O-:3])[c:4]1[cH:5][cH:6][c:7]([CH2:10][CH2:11][CH2:12][C:13](=[O:15])[N:24]([CH2:22][CH3:23])[CH2:25][CH2:26][CH2:27][CH2:28][CH2:29][CH2:30][CH3:31])[cH:8][cH:9]1. Reactants: NC1=C(C=C(C=C1[N+](=O)[O-])O)C (4-amino-3-methyl-5-nitro-phenol), O1[C@H](CCC1)C(=O)O ((R)-tetrahydro-furan-2-carboxylic acid), CN(C)C(=[N+](C)C)ON1C2=C(C=CC=C2)N=N1.[B-](F)(F)(F)F (TBTU), CCN(C(C)C)C(C)C (DIPEA). Solvent: CN(C)C=O (DMF). Product: O1C(CCC1)C(=O)OC1=CC(=C(C(=C1)[N+](=O)[O-])N)C (4-amino-3-methyl-5-nitro-phenyl tetrahydro-furan-2-carboxylate). As a reaction SMILES: [NH2:1][C:2]1[C:7]([N+:8]([O-:10])=[O:9])=[CH:6][C:5]([OH:11])=[CH:4][C:3]=1[CH3:12].[O:13]1[CH2:17][CH2:16][CH2:15][C@@H:14]1[C:18](O)=[O:19].CN(C(ON1N=NC2C=CC=CC1=2)=[N+](C)C)C.[B-](F)(F)(F)F.CCN(C(C)C)C(C)C>CN(C=O)C>[O:13]1[CH2:17][CH2:16][CH2:15][CH:14]1[C:18]([O:11][C:5]1[CH:6]=[C:7]([N+:8]([O-:10])=[O:9])[C:2]([NH2:1])=[C:3]([CH3:12])[CH:4]=1)=[O:19] |f:2.3|. Procedure: 0.84 g (5.00 mmol) 4-amino-3-methyl-5-nitro-phenol, 0.58 g (5.00 mmol) (R)-tetrahydro-furan-2-carboxylic acid, 1.77 g (5.50 mmol) TBTU and 1.92 mL (11.00 mmol) DIPEA in 10.0 mL DMF were stirred overnight at RT. The reaction mixture was poured onto ice water and extracted with ethyl acetate. The organic phase was separated off, dried and evaporated down i.vac. The residue was purified by preparative HPLC-MS. The fractions containing product were partially evaporated down i.vac. and neutralised wi...